From a dataset of the Open Reaction Database (ORD), a public repository of structured organic reaction records. describe an organic reaction: reactants, conditions, products, and yield Starting materials: [Si](C)(C)(C(C)(C)C)OCC1=CC=C(C=C1)C=1C=C(N)C=CC1F (3-(4-t-butyldimethylsilyloxymethylphenyl)-4-fluoroaniline), C(C)OC=C(C(=O)OCC)C(=O)OCC (diethyl ethoxymethylenemalonate). Product: [Si](C)(C)(C(C)(C)C)OCC1=CC=C(C=C1)C=1C=C(NC=C(C(=O)OCC)C(=O)OCC)C=CC1F (Diethyl (3-(4-t-butyldimethylsilyloxymethylphenyl)-4-fluoroanilino)methylenemalonate). Isolated yield 60.0%. RXN SMILES: [Si:1]([O:8][CH2:9][C:10]1[CH:15]=[CH:14][C:13]([C:16]2[CH:17]=[C:18]([CH:20]=[CH:21][C:22]=2[F:23])[NH2:19])=[CH:12][CH:11]=1)([C:4]([CH3:7])([CH3:6])[CH3:5])([CH3:3])[CH3:2].C(O[CH:27]=[C:28]([C:34]([O:36][CH2:37][CH3:38])=[O:35])[C:29]([O:31][CH2:32][CH3:33])=[O:30])C>>[Si:1]([O:8][CH2:9][C:10]1[CH:15]=[CH:14][C:13]([C:16]2[CH:17]=[C:18]([CH:20]=[CH:21][C:22]=2[F:23])[NH:19][CH:27]=[C:28]([C:29]([O:31][CH2:32][CH3:33])=[O:30])[C:34]([O:36][CH2:37][CH3:38])=[O:35])=[CH:12][CH:11]=1)([C:4]([CH3:7])([CH3:6])[CH3:5])([CH3:3])[CH3:2]. Procedure details: 5.12 g (60% yield) was prepared by the method of Example 19G from 5.5 g 3-(4-t-butyldimethylsilyloxymethylphenyl)-4-fluoroaniline and 3.5 ml diethyl ethoxymethylenemalonate. A pale yellow-green oil was obtained. NMR (CDCl3, 250 MHz): 8.5 (d, 1H, J=12 Hz), 7.5 (ABq, 4H), 7.2 (m, 3H), 4.8 (s, 2H), 4.25 (m, 4H), 1.35 (m, 6H), 1.0 (s, 9H), 0.1 (s, 6H). Reactants: ClC1=NC(=C2N=CN(C2=N1)[C@H]1[C@@H]([C@@H]([C@H](C1)N1N=CC(=C1)CO)O)O)NCC(C1=CC=CC=C1)C1=CC=CC=C1 ((1R,2S,3R,5S)-3-[2-chloro-6-(2,2-diphenyl-ethylamino)-purin-9-yl]-5-(4-hydroxymethyl-pyrazol-1-yl)-cyclopentane-1,2-diol), FC(C(=O)O)(F)F.C1(=CC=CC=C1)C(CNC1=C2N=CN(C2=NC(=N1)NCCN1CCCCC1)[C@H]1[C@@H]([C@@H]([C@H](C1)N1N=CC(=C1)CO)O)O)C1=CC=CC=C1 ((1R,2S,3R,5S)-3-[6-(2,2-Diphenyl-ethylamino)-2-(2-piperidin-1-yl-ethylamino)-purin-9-yl]-5-(4-hydroxymethyl-pyrazol-1-yl)-cyclopentane-1,2-diol trifluoroacetate), C(C1=CC=CC=C1)N1CCC(CC1)N (1-benzyl-4-aminopiperidine). Yields the product FC(C(=O)O)(F)F.C(C1=CC=CC=C1)N1CCC(CC1)NC1=NC(=C2N=CN(C2=N1)[C@H]1[C@@H]([C@@H]([C@H](C1)N1N=CC(=C1)CO)O)O)NCC(C1=CC=CC=C1)C1=CC=CC=C1 ((1R,2S,3R,5S)-3-[2-(1-Benzyl-piperidin-4-ylamino)-6-(2,2-diphenyl-ethylamino)-purin-9-yl]-5-(4-hydroxymethyl-pyrazol-1-yl)-cyclopentane-1,2-diol trifluoroacetate). Reaction SMILES: Cl[C:2]1[N:10]=[C:9]2[C:5]([N:6]=[CH:7][N:8]2[C@@H:11]2[CH2:15][C@H:14]([N:16]3[CH:20]=[C:19]([CH2:21][OH:22])[CH:18]=[N:17]3)[C@@H:13]([OH:23])[C@H:12]2[OH:24])=[C:4]([NH:25][CH2:26][CH:27]([C:34]2[CH:39]=[CH:38][CH:37]=[CH:36][CH:35]=2)[C:28]2[CH:33]=[CH:32][CH:31]=[CH:30][CH:29]=2)[N:3]=1.[F:40][C:41]([F:46])([F:45])[C:42]([OH:44])=[O:43].C1(C(C2C=CC=CC=2)CNC2N=C(NCCN3CCCCC3)N=C3C=2N=CN3[C@@H]2C[C@H](N3C=C(CO)C=N3)[C@@H](O)[C@H]2O)C=CC=CC=1.[CH2:94]([N:101]1[CH2:106][CH2:105][CH:104]([NH2:107])[CH2:103][CH2:102]1)[C:95]1[CH:100]=[CH:99][CH:98]=[CH:97][CH:96]=1>>[F:40][C:41]([F:46])([F:45])[C:42]([OH:44])=[O:43].[CH2:94]([N:101]1[CH2:106][CH2:105][CH:104]([NH:107][C:2]2[N:10]=[C:9]3[C:5]([N:6]=[CH:7][N:8]3[C@@H:11]3[CH2:15][C@H:14]([N:16]4[CH:20]=[C:19]([CH2:21][OH:22])[CH:18]=[N:17]4)[C@@H:13]([OH:23])[C@H:12]3[OH:24])=[C:4]([NH:25][CH2:26][CH:27]([C:34]3[CH:39]=[CH:38][CH:37]=[CH:36][CH:35]=3)[C:28]3[CH:29]=[CH:30][CH:31]=[CH:32][CH:33]=3)[N:3]=2)[CH2:103][CH2:102]1)[C:95]1[CH:96]=[CH:97][CH:98]=[CH:99][CH:100]=1 |f:1.2,4.5|. Procedure: This compound is prepared from (1R,2S,3R,5S)-3-[2-chloro-6-(2,2-diphenyl-ethylamino)-purin-9-yl]-5-(4-hydroxymethyl-pyrazol-1-yl)-cyclopentane-1,2-diol (Intermediate BA7) using a procedure analogous to that of (1R,2S,3R,5S)-3-[6-(2,2-diphenyl-ethylamino)-2-(2-piperidin-1-yl-ethylamino)-purin-9-yl]-5-(4-hydroxymethyl-pyrazol-1-yl)-cyclopentane-1,2-diol trifluoro-acetate (Example 46) replacing 1-(2-aminoethyl)piperidine with 1-benzyl-4-aminopiperidine. MS (ES+) m/e 700 (MH+).